This data is from the Open Reaction Database (ORD), a public repository of structured organic reaction records. The task is: describe an organic reaction: reactants, conditions, products, and yield Reactants: C[O-].[Na+] (sodium methoxide), CO (methanol), IC1=C2C(=NC=C1)N(C=C2)C(C)=O (4-Iodo-1-N-acetyl-pyrrolo[2,3-b]pyridine). The solvent is C(C)O (ethanol). The product is IC1=C2C(=NC=C1)NC=C2 (4-iodo-1H-pyrrolo[2,3-b]pyridine). The yield is 234.2%. RXN SMILES: [I:1][C:2]1[CH:7]=[CH:6][N:5]=[C:4]2[N:8](C(=O)C)[CH:9]=[CH:10][C:3]=12.C[O-].[Na+].CO>C(O)C>[I:1][C:2]1[CH:7]=[CH:6][N:5]=[C:4]2[NH:8][CH:9]=[CH:10][C:3]=12 |f:1.2|. Procedure: Compound 2 (2.7 g, 18 mmol) and NaI (13 g, 88 mmol) were dissolved in acetonitrile (28 ml). To this solution, CH3COCl (3.5 ml, 50 mmol) was added while stirring at room temperature. The reaction mixture was heated at 85° C. for 12 hours. After the reaction mixture was cooled to room temperature, 10% aqueous Na2CO3 (28 ml) and 10% aqueous NaHSO3 (28 ml) were added sequentially and stirred at room temperature for 15 minutes. The reaction mixture was washed with ethyl acetate, and the organic layer... Reactants: C(C)N1N=CC=2C1=NC=C(C2O)C(C2=CC(=CC=C2)OC)=O (1-Ethyl-4-hydroxy-5-(3-methoxybenzoyl)-1H-pyrazolo-[3,4-b]pyridine), Cl.NO (hydroxylamine hydrochloride). Solvent: N1=CC=CC=C1 (pyridine). Yields the product C(C)N1N=CC=2C1=NC=C1C2ON=C1C1=CC(=CC=C1)OC (6-Ethyl-3-(3-methoxyphenyl)-6H-isoxazolo[5,4-d]pyrazolo[3,4-b]pyridine). Reaction SMILES: [CH2:1]([N:3]1[C:7]2=[N:8][CH:9]=[C:10]([C:13](=O)[C:14]3[CH:19]=[CH:18][CH:17]=[C:16]([O:20][CH3:21])[CH:15]=3)[C:11]([OH:12])=[C:6]2[CH:5]=[N:4]1)[CH3:2].Cl.[NH2:24]O>N1C=CC=CC=1>[CH2:1]([N:3]1[C:7]2=[N:8][CH:9]=[C:10]3[C:13]([C:14]4[CH:19]=[CH:18][CH:17]=[C:16]([O:20][CH3:21])[CH:15]=4)=[N:24][O:12][C:11]3=[C:6]2[CH:5]=[N:4]1)[CH3:2] |f:1.2|. Procedure details: 1-Ethyl-4-hydroxy-5-(3-methoxybenzoyl)-1H-pyrazolo-[3,4-b]pyridine was refluxed overnight in 75 ml of pyridine containing 7.0 g of hydroxylamine hydrochloride. The pyridine was evaporated and the residue triturated with 5% hydrochloric acid. The product thus obtained was recrystallized from methanol to give 5.94 g, mp 130°-131° C. Reactants: N#Cc1ccc(-n2cnc3ccccc32)cc1, C1CCOC1, CI. Yields the product Cn1c[n+](-c2ccc(C#N)cc2)c2ccccc21, [I-]. As a reaction SMILES: [C:1](#[N:2])[c:3]1[cH:4][cH:5][c:6](-[n:9]2[cH:10][n:11][c:12]3[c:13]2[cH:14][cH:15][cH:16][cH:17]3)[cH:7][cH:8]1.[CH2:20]1[O:21][CH2:22][CH2:23][CH2:24]1.[CH3:18][I:19]>>[C:1](#[N:2])[c:3]1[cH:4][cH:5][c:6](-[n+:9]2[cH:10][n:11]([CH3:18])[c:12]3[c:13]2[cH:14][cH:15][cH:16][cH:17]3)[cH:7][cH:8]1.[I-:19]. Starting materials: CC1CN(c2ncccc2Cl)CCN1c1nc2cc(C(F)(F)F)cc(Br)c2[nH]1, OB(O)c1cc(F)cc(F)c1. Product: CC1CN(c2ncccc2Cl)CCN1c1nc2cc(C(F)(F)F)cc(-c3cc(F)cc(F)c3)c2[nH]1. Reaction SMILES: [Br:1][c:2]1[cH:3][c:4]([C:25]([F:26])([F:27])[F:28])[cH:5][c:6]2[c:7]1[nH:8][c:9]([N:11]1[CH:12]([CH3:24])[CH2:13][N:14]([c:17]3[n:18][cH:19][cH:20][cH:21][c:22]3[Cl:23])[CH2:15][CH2:16]1)[n:10]2.[F:29][c:30]1[cH:31][c:32]([B:37]([OH:38])[OH:39])[cH:33][c:34]([F:36])[cH:35]1>>[c:2]1(-[c:32]2[cH:31][c:30]([F:29])[cH:35][c:34]([F:36])[cH:33]2)[cH:3][c:4]([C:25]([F:26])([F:27])[F:28])[cH:5][c:6]2[c:7]1[nH:8][c:9]([N:11]1[CH:12]([CH3:24])[CH2:13][N:14]([c:17]3[n:18][cH:19][cH:20][cH:21][c:22]3[Cl:23])[CH2:15][CH2:16]1)[n:10]2. The reactants are O=C(O)c1ccccc1CBr, CN(C)C=O, O=S(Cl)Cl, c1ccccc1. Product: O=C(O)c1ccccc1CBr, [Cl-]. RXN SMILES: [Br:1][CH2:2][c:3]1[c:4]([C:9](=[O:10])[OH:11])[cH:5][cH:6][cH:7][cH:8]1.[O:16]=[CH:17][N:18]([CH3:19])[CH3:20].[S:12]([Cl:13])([Cl:14])=[O:15].[cH:21]1[cH:22][cH:23][cH:24][cH:25][cH:26]1>>[Br:1][CH2:2][c:3]1[c:4]([C:9](=[O:10])[OH:11])[cH:5][cH:6][cH:7][cH:8]1.[Cl-:14]. The reactants are O=C(O)c1cc(Br)cc([N+](=O)[O-])c1, CN, CCOC(C)=O, CN(C)C=O, O=C(Cl)C(=O)Cl, ClCCl, Cl, C1CCOC1, O. The product is CNC(=O)c1cc(Br)cc([N+](=O)[O-])c1. RXN SMILES: [Br:1][c:2]1[cH:3][c:4]([C:5](=[O:6])[OH:7])[cH:8][c:9]([N+:11](=[O:12])[O-:13])[cH:10]1.[CH3:20][NH2:21].[CH3:31][CH2:32][O:33][C:34](=[O:35])[CH3:36].[CH3:38][N:39]([CH3:40])[CH:41]=[O:42].[Cl:14][C:15]([C:16]([Cl:17])=[O:18])=[O:19].[Cl:23][CH2:24][Cl:25].[ClH:22].[O:26]1[CH2:27][CH2:28][CH2:29][CH2:30]1.[OH2:37]>>[Br:1][c:2]1[cH:3][c:4]([C:5](=[O:6])[NH:21][CH3:20])[cH:8][c:9]([N+:11](=[O:12])[O-:13])[cH:10]1. The reactants are C(C)(C)(C)NC(=O)C1(OC2=C(C(=C(C(=C2CC1)C)O)C)C)C (N-tert-butyl-6-hydroxy-2,5,7,8-tetramethylchroman-2-carboxamide), O=[N+]([O-])[O-].[O-][N+]([O-])=O.[O-][N+]([O-])=O.[O-][N+]([O-])=O.[O-][N+]([O-])=O.[O-][N+]([O-])=O.[Ce+4].[NH4+].[NH4+] (CAN). Yields the product C(C)(C)(C)NC(C(CCC1=C(C(C(=C(C1=O)C)C)=O)C)(C)O)=O (N-tert-butyl-2-hydroxy-2-methyl-4-(2,4,5-trimethyl-3,6-dioxocyclohexa-1,4-dienyl)butanamide). Yield: 92.2%. RXN SMILES: [C:1]([NH:5][C:6]([C:8]1([CH3:22])[CH2:17][CH2:16][C:15]2[C:10](=[C:11]([CH3:21])[C:12]([CH3:20])=[C:13]([OH:19])[C:14]=2[CH3:18])[O:9]1)=[O:7])([CH3:4])([CH3:3])[CH3:2].[O:23]=[N+]([O-])[O-].[O-][N+](=O)[O-].[O-][N+](=O)[O-].[O-][N+](=O)[O-].[O-][N+](=O)[O-].[O-][N+](=O)[O-].[Ce+4].[NH4+].[NH4+]>>[C:1]([NH:5][C:6](=[O:7])[C:8]([OH:23])([CH3:22])[CH2:17][CH2:16][C:15]1[C:10](=[O:9])[C:11]([CH3:21])=[C:12]([CH3:20])[C:13](=[O:19])[C:14]=1[CH3:18])([CH3:4])([CH3:3])[CH3:2] |f:1.2.3.4.5.6.7.8.9|. Procedure: Oxidation as described in protocol B, using 95 mg (0.311 mmol) of N-tert-butyl-6-hydroxy-2,5,7,8-tetramethylchroman-2-carboxamide and 358 mg CAN (0.653 mmol) yielded 92.2 mg of N-tert-butyl-2-hydroxy-2-methyl-4-(2,4,5-trimethyl-3,6-dioxocyclohexa-1,4-dienyl)butanamide as a yellow solid. Reactants: BrCC1=C(C=C(C=C1Cl)C1=CC=C(C=C1)C(=O)N1CCC(CC1)C(F)(F)F)Cl ((4′-Bromomethyl-3′,5′-dichloro-biphenyl-4-yl)-(4-trifluoromethyl-piperidin-1-yl)-methanone), [Li+].C[Si](C)(C)[N-][Si](C)(C)C (LiHMDS), BrCC1=C(C=C(C=C1Cl)C1=CC=C(C=C1)C(=O)N1CCC(CC1)C(F)(F)F)Cl ((4′-Bromomethyl-3′,5′-dichloro-biphenyl-4-yl)-(4-trifluoromethyl-piperidin-1-yl)-methanone), CN(CC)C (dimethylethylamine), [Si](C)(C)(C)Cl (TMS-Cl), [Li+].C[Si](C)(C)[N-][Si](C)(C)C (LiHMDS), OC[C@@H]1CCC(O1)=O ((S)-5-Hydroxymethyl-dihydro-furan-2-one), BrCC1=C(C=C(C=C1Cl)C1=CC=C(C=C1)C(=O)N1CCC(CC1)C(F)(F)F)Cl ((4′-Bromomethyl-3′,5′-dichloro-biphenyl-4-yl)-(4-trifluoromethyl-piperidin-1-yl)-methanone). Procedure: Dissolve (S)-5-Hydroxymethyl-dihydro-furan-2-one (1.21 g, 1 eq.) in THF (16 mL) and cool to −10° C. To this add dimethylethylamine (1.8 mL, 1.5 eq.) followed by the dropwise addition of TMS-Cl (1.46 mL, 1.1 eq.) Allow the reaction to stir for 1.5 hours at −10° C. Gas Chromatography confirms complete consumption of the (S)-5-Hydroxymethyl-dihydro-furan-2-one. Filter the mixture and wash with additional THF (25 mL). Cool the solution to −78° C. To this add LiHMDS (10 mL, 1.23 eq. to (4′-Bromomethy... Solvent: CCOC(=O)C.CCCCCCC (EtOAc Heptane), CCOC(=O)C.CCCCCCC (EtOAc Heptane), C1CCOC1 (THF). The yield is 60.0%. Conditions: temperature -10 celsius, time 1.5 hour. Product: ClC=1C=C(C=C(C1C[C@H]1C(O[C@@H](C1)CO)=O)Cl)C1=CC=C(C=C1)C(=O)N1CCC(CC1)C(F)(F)F ((3R,5S)-3-[3,5-Dichloro-4′-(4-trifluoromethyl-piperidine-1-carbonyl)-biphenyl-4-ylmethyl]-5-hydroxymethyl-dihydro-furan-2-one). RXN SMILES: [OH:1][CH2:2][C@H:3]1[O:7][C:6](=[O:8])[CH2:5][CH2:4]1.CN(C)CC.[Si](Cl)(C)(C)C.[Li+].C[Si]([N-][Si](C)(C)C)(C)C.Br[CH2:30][C:31]1[C:36]([Cl:37])=[CH:35][C:34]([C:38]2[CH:43]=[CH:42][C:41]([C:44]([N:46]3[CH2:51][CH2:50][CH:49]([C:52]([F:55])([F:54])[F:53])[CH2:48][CH2:47]3)=[O:45])=[CH:40][CH:39]=2)=[CH:33][C:32]=1[Cl:56]>C1COCC1.CCOC(C)=O.CCCCCCC>[Cl:56][C:32]1[CH:33]=[C:34]([C:38]2[CH:39]=[CH:40][C:41]([C:44]([N:46]3[CH2:51][CH2:50][CH:49]([C:52]([F:55])([F:54])[F:53])[CH2:48][CH2:47]3)=[O:45])=[CH:42][CH:43]=2)[CH:35]=[C:36]([Cl:37])[C:31]=1[CH2:30][C@@H:5]1[CH2:4][C@@H:3]([CH2:2][OH:1])[O:7][C:6]1=[O:8] |f:3.4,7.8|. Starting materials: ClC1=NC(=NC(=N1)Cl)Cl (2,4,6-Trichloro-s-triazine), Cl.C(C)N (ethylamine hydrochloride), C(C)(C)N(C(C)C)CC (N,N-diisopropylethylamine). Reaction conditions: temperature -5 celsius. Yields the product C(C)NC1=NC(=NC(=N1)Cl)Cl (2-Ethylamino-4,6-Dichloro-s-Triazine). Yield: 67.2%. As a reaction SMILES: Cl[C:2]1[N:7]=[C:6]([Cl:8])[N:5]=[C:4]([Cl:9])[N:3]=1.Cl.[CH2:11]([NH2:13])[CH3:12].C(N(CC)C(C)C)(C)C>>[CH2:11]([NH:13][C:2]1[N:7]=[C:6]([Cl:8])[N:5]=[C:4]([Cl:9])[N:3]=1)[CH3:12] |f:1.2|. Reported procedure: 2,4,6-Trichloro-s-triazine (1, 1 g, 5.4 mmol), and ethylamine hydrochloride (0.44 g, 5.4 mmol) were combined in a round bottom flask and cooled to −5° C. using an ice-salt bath. To the cooled, stirred solution was added N,N-diisopropylethylamine (1.88 mL, 10.8 mmol). The resultant yellow colored solution was stirred at −5° C. for 1 h, the solvents removed under reduced pressure, and the resultant residue was dissolved in 1:1 v/v of ethyl acetate and water. The organic layer was separated, washed...